describe an organic reaction: reactants, conditions, products, and yield From a dataset of the Open Reaction Database (ORD), a public repository of structured organic reaction records. Reactants: ClC1=NC=CC=C1Cl (2,3-dichloropyridine), ClCCl (dichloromethane), CN(C=O)C (N,N-dimethylformamide). Reagents/catalysts: [C-]#N.[Zn+2].[C-]#N (zinc cyanide), [Zn] (zinc), Cl[Pd]Cl.C1(=CC=CC=C1)P([C-]1C=CC=C1)C1=CC=CC=C1.[C-]1(C=CC=C1)P(C1=CC=CC=C1)C1=CC=CC=C1.[Fe+2] ([1,1′-bis(diphenylphosphino)ferrocene] dichloropalladium(II)). Solvent: C(C)(=O)OCC (ethyl acetate). Product: C(#N)C1=NC=CC=C1Cl (2-cyano-3-chloropyridine). Yield: 76.0%. RXN SMILES: Cl[C:2]1[C:7]([Cl:8])=[CH:6][CH:5]=[CH:4][N:3]=1.ClCCl.[CH3:12][N:13](C)C=O>C(OCC)(=O)C.[C-]#N.[Zn+2].[C-]#N.[Zn].Cl[Pd]Cl.C1(P(C2C=CC=CC=2)[C-]2C=CC=C2)C=CC=CC=1.[C-]1(P(C2C=CC=CC=2)C2C=CC=CC=2)C=CC=C1.[Fe+2]>[C:12]([C:2]1[C:7]([Cl:8])=[CH:6][CH:5]=[CH:4][N:3]=1)#[N:13] |f:4.5.6,8.9.10.11|. Procedure details: A mixture of 2,3-dichloropyridine (1.48 g, 10 mmol), zinc cyanide (705 mg, 6 mmol,), zinc (dust, 29 mg, 0.45 mmol), [1,1′-bis(diphenylphosphino)ferrocene] dichloropalladium(II), complex with dichloromethane (1:1) (0.18 g, 0.22 mol) in N,N-dimethylformamide (10 mL) was heated at reflux for 5 hours. After cooling, the reaction was diluted with ethyl acetate and extracted with water and brine. Removal of the solvent and silica gel chromatography afforded 1.05 g (76%) of 2-cyano-3-chloropyridine. Reactants: CCOC(C)=O, [H-], CI, [Na+], CN(C)C=O, O, O=C1c2ccccc2C(=O)N1C1CCC(O)CC1. Product: COC1CCC(N2C(=O)c3ccccc3C2=O)CC1. RXN SMILES: [CH3:29][CH2:30][O:31][C:32](=[O:33])[CH3:34].[H-:20].[I:21][CH3:22].[Na+:19].[O:24]=[CH:25][N:26]([CH3:27])[CH3:28].[OH2:23].[OH:1][CH:2]1[CH2:3][CH2:4][CH:5]([N:8]2[C:9](=[O:18])[c:10]3[cH:11][cH:12][cH:13][cH:14][c:15]3[C:16]2=[O:17])[CH2:6][CH2:7]1>>[O:1]([CH:2]1[CH2:3][CH2:4][CH:5]([N:8]2[C:9](=[O:18])[c:10]3[cH:11][cH:12][cH:13][cH:14][c:15]3[C:16]2=[O:17])[CH2:6][CH2:7]1)[CH3:22]. Starting materials: [Al+3], CCOC(=O)c1c(OCc2ccccc2)c(C)nn1C, [H-], [H-], [H-], [H-], [Li+], N#C[Na], C1CCOC1, O. Product: Cc1nn(C)c(CC#N)c1OCc1ccccc1. Reaction SMILES: [Al+3:22].[CH2:1]([c:2]1[cH:3][cH:4][cH:5][cH:6][cH:7]1)[O:8][c:9]1[c:10]([CH3:20])[n:11][n:12]([CH3:19])[c:13]1[C:14]([O:15][CH2:16][CH3:17])=[O:18].[H-:21].[H-:24].[H-:25].[H-:26].[Li+:23].[Na:28][C:29]#[N:30].[O:31]1[CH2:32][CH2:33][CH2:34][CH2:35]1.[OH2:27]>>[CH2:1]([c:2]1[cH:3][cH:4][cH:5][cH:6][cH:7]1)[O:8][c:9]1[c:10]([CH3:20])[n:11][n:12]([CH3:19])[c:13]1[CH2:14][C:29]#[N:30].